From a dataset of the Open Reaction Database (ORD), a public repository of structured organic reaction records. describe an organic reaction: reactants, conditions, products, and yield Starting materials: CNS(C)(=O)=O, CN(C)C=O, C[O-], O=[N+]([O-])c1ccccc1F, [K+], O. Product: CN(c1ccccc1[N+](=O)[O-])S(C)(=O)=O. As a reaction SMILES: [CH3:1][S:2](=[O:3])(=[O:4])[NH:5][CH3:6].[CH3:21][N:22]([CH3:23])[CH:24]=[O:25].[CH3:7][O-:8].[F:10][c:11]1[c:12]([N+:17](=[O:18])[O-:19])[cH:13][cH:14][cH:15][cH:16]1.[K+:9].[OH2:20]>>[CH3:1][S:2](=[O:3])(=[O:4])[N:5]([CH3:6])[c:11]1[c:12]([N+:17](=[O:18])[O-:19])[cH:13][cH:14][cH:15][cH:16]1. Starting materials: CS(C)=O, CC(C)(O)C1CCN(Cc2ccc3nc(Cl)nc(N4CCOCC4)c3n2)CC1, FC(F)(F)c1nc2ccccc2[nH]1. Product: CC(C)(O)C1CCN(Cc2ccc3nc(-n4c(C(F)(F)F)nc5ccccc54)nc(N4CCOCC4)c3n2)CC1. Reaction SMILES: [CH3:42][S:43]([CH3:44])=[O:45].[Cl:1][c:2]1[n:3][c:4]([N:23]2[CH2:24][CH2:25][O:26][CH2:27][CH2:28]2)[c:5]2[c:6]([n:7]1)[cH:8][cH:9][c:10]([CH2:12][N:13]1[CH2:14][CH2:15][CH:16]([C:19]([CH3:20])([CH3:21])[OH:22])[CH2:17][CH2:18]1)[n:11]2.[F:29][C:30]([c:31]1[n:32][c:33]2[c:34]([nH:35]1)[cH:36][cH:37][cH:38][cH:39]2)([F:40])[F:41]>>[c:2]1(-[n:32]2[c:31]([C:30]([F:29])([F:40])[F:41])[n:35][c:34]3[c:33]2[cH:39][cH:38][cH:37][cH:36]3)[n:3][c:4]([N:23]2[CH2:24][CH2:25][O:26][CH2:27][CH2:28]2)[c:5]2[c:6]([n:7]1)[cH:8][cH:9][c:10]([CH2:12][N:13]1[CH2:14][CH2:15][CH:16]([C:19]([CH3:20])([CH3:21])[OH:22])[CH2:17][CH2:18]1)[n:11]2. Starting materials: C(C1=CC=CC=C1)(C1=CC=CC=C1)(C1=CC=CC=C1)N1C=NC(=C1)CCCC(=O)O (4-(1-trityl-4-imidazolyl)-butanoic acid), [Cl-].[NH4+] (ammonium chloride), C(C)(C)(C)NC(C1=CC=C(C=C1)Br)=O (N-tert-butyl-p-bromobenzamide), C(CCC)[Li] (n-butyllithium). Solvent: O1CCCC1 (tetrahydrofuran), O1CCCC1 (tetrahydrofuran). Reaction conditions: time 30 minute. Yields the product C(C)(C)(C)NC(=O)C1=CC=C(C=C1)C(CCCC=1N=CN(C1)C(C1=CC=CC=C1)(C1=CC=CC=C1)C1=CC=CC=C1)=O (1-(p-N-tert-butylaminocarbonylphenyl)-4-(1-trityl-4-imidazolyl)-1-butanone). Reaction SMILES: [C:1]([NH:5][C:6](=[O:14])[C:7]1[CH:12]=[CH:11][C:10](Br)=[CH:9][CH:8]=1)([CH3:4])([CH3:3])[CH3:2].C([Li])CCC.[C:20]([N:39]1[CH:43]=[C:42]([CH2:44][CH2:45][CH2:46][C:47](O)=[O:48])[N:41]=[CH:40]1)([C:33]1[CH:38]=[CH:37][CH:36]=[CH:35][CH:34]=1)([C:27]1[CH:32]=[CH:31][CH:30]=[CH:29][CH:28]=1)[C:21]1[CH:26]=[CH:25][CH:24]=[CH:23][CH:22]=1.[Cl-].[NH4+]>O1CCCC1>[C:1]([NH:5][C:6]([C:7]1[CH:12]=[CH:11][C:10]([C:47](=[O:48])[CH2:46][CH2:45][CH2:44][C:42]2[N:41]=[CH:40][N:39]([C:20]([C:27]3[CH:28]=[CH:29][CH:30]=[CH:31][CH:32]=3)([C:33]3[CH:34]=[CH:35][CH:36]=[CH:37][CH:38]=3)[C:21]3[CH:26]=[CH:25][CH:24]=[CH:23][CH:22]=3)[CH:43]=2)=[CH:9][CH:8]=1)=[O:14])([CH3:4])([CH3:3])[CH3:2] |f:3.4|. Reported procedure: 6.95 g of N-tert-butyl-p-bromobenzamide is dissolved in 175 ml of tetrahydrofuran at -70° under nitrogen and 20.1 ml of n-butyllithium (2.7M) is added dropwise. After 30 min, a solution of 5.35 g of 4-(1-trityl-4-imidazolyl)-butanoic acid in 10 ml of tetrahydrofuran is added slowly. The reaction mixture is allowed to warm slowly to room temperature and 20 ml of an aqueous ammonium chloride solution is added. The organic layer is separated, dried over sodium sulfate and evaporated to yield 1-(p-N... Starting materials: N(=[N+]=[N-])C1CC(OC1OCC)=O (4-azido-5-ethoxy-dihydrofuran-2-one), C(C)(C)(C)OC(=O)N1[C@@H](CCC1)C(=O)O ((S)-pyrrolidine-1,2-dicarboxylic acid 1-tert-butyl ester), C(C)(C)N(CC)C(C)C (diisopropylethylamine), C(CCl)Cl (EDC), C=1C=CC2=C(C1)N=NN2O (HOBT). The reagents and catalysts are [Pd] (palladium on carbon). The solvent is C(C)(=O)OCC (ethyl acetate), C(C)(=O)OCC (ethyl acetate), hexanes. Conditions: time 1 hour. Yields the product C(C)(C)(C)OC(=O)N1[C@H](CCC1)C(NC1C(OC(C1)=O)OCC)=O ((R)-2-(2-ethoxy-5-oxo-tetrahydrofuran-3-ylcarbamoyl)-pyrrolidine-1-carboxylic acid tert-butyl ester). The yield is 56.1%. Reaction SMILES: [N:1]([CH:4]1[CH:8]([O:9][CH2:10][CH3:11])[O:7][C:6](=[O:12])[CH2:5]1)=[N+]=[N-].[C:13]([O:17][C:18]([N:20]1[CH2:24][CH2:23][CH2:22][C@H:21]1[C:25](O)=[O:26])=[O:19])([CH3:16])([CH3:15])[CH3:14].C(N(C(C)C)CC)(C)C.C(Cl)CCl.C1C=CC2N(O)N=NC=2C=1>[Pd].C(OCC)(=O)C>[C:13]([O:17][C:18]([N:20]1[CH2:24][CH2:23][CH2:22][C@@H:21]1[C:25](=[O:26])[NH:1][CH:4]1[CH2:5][C:6](=[O:12])[O:7][CH:8]1[O:9][CH2:10][CH3:11])=[O:19])([CH3:16])([CH3:15])[CH3:14]. Procedure: A mixture of 4-azido-5-ethoxy-dihydrofuran-2-one (1.06 g, 6.2 mmol), (S)-pyrrolidine-1,2-dicarboxylic acid 1-tert-butyl ester (1.33 g, 6.2 mmol), and 10% palladium on carbon (0.50 g) in ethyl acetate previously degassed with N2 (50 mL) was stirred under 1 atm hydrogen at room temperature for 1 h. The mixture was diluted with dichloromethane, filtered (Celite) and evaporated. The crude mixture was dissolved in dichloromethane (100 mL), was treated with diisopropylethylamine (5.4 mL, 30.8 mmol), E... Starting materials: Cl.N[C@@H](CCCCN)C(=O)O (lysine hydrochloride), [OH-].[Na+] (sodium hydroxide), resultant product. Run in C(C)O (ethyl alcohol). Reaction conditions: time 3 hour. The product is N[C@@H](CCCCN)C(=O)O (lysine). The yield is 97.6%. RXN SMILES: Cl.[NH2:2][C@H:3]([C:9]([OH:11])=[O:10])[CH2:4][CH2:5][CH2:6][CH2:7][NH2:8].[OH-].[Na+]>C(O)C>[NH2:2][C@H:3]([C:9]([OH:11])=[O:10])[CH2:4][CH2:5][CH2:6][CH2:7][NH2:8] |f:0.1,2.3|. Procedure: Into the reaction apparatus used in Example 1, 160 g of ethyl alcohol, 18.3 g of lysine hydrochloride and 4.0 g of sodium hydroxide were charged. The resulting mixture was heated, refluxing the solvent, while being stirred, and was kept for 3 hours. The resultant product was cooled to room temperature and the by-product sodium chloride was filtered off therefrom. The solvent was distilled off from the obtained product to obtain 14.3 g of lysine in a syrup state. The lysine obtained, 15.8 g of al... The reactants are [BH4-].[Na+] (NaBH4), [OH-].[Na+] (NaOH), C1(=CC=CC=C1)C(CCN[C@@H]1CC[C@H](CC1)C1=CC2=C(NC(O2)=O)C=C1)C (6-{trans-4-[3-phenylbutylamino]-cyclohexyl}-3H-benzoxazol-2-one), O (water), CO (MeOH), p-formaldehyde. Reaction conditions: time 2 hour. The product is CN([C@@H]1CC[C@H](CC1)C1=CC2=C(NC(O2)=O)C=C1)CCC(C)C1=CC=CC=C1 (6-[trans-4-(methyl-3-phenylbutylamino)cyclohexyl]-3H-benzoxazol-2-one). Isolated yield 35.0%. As a reaction SMILES: [C:1]1([CH:7]([CH3:27])[CH2:8][CH2:9][NH:10][C@H:11]2[CH2:16][CH2:15][C@H:14]([C:17]3[CH:26]=[CH:25][C:20]4[NH:21][C:22](=[O:24])[O:23][C:19]=4[CH:18]=3)[CH2:13][CH2:12]2)[CH:6]=[CH:5][CH:4]=[CH:3][CH:2]=1.O.[BH4-].[Na+].[OH-].[Na+].[CH3:33]O>>[CH3:33][N:10]([CH2:9][CH2:8][CH:7]([C:1]1[CH:6]=[CH:5][CH:4]=[CH:3][CH:2]=1)[CH3:27])[C@H:11]1[CH2:12][CH2:13][C@H:14]([C:17]2[CH:26]=[CH:25][C:20]3[NH:21][C:22](=[O:24])[O:23][C:19]=3[CH:18]=2)[CH2:15][CH2:16]1 |f:2.3,4.5|. Procedure details: To a stirred solution of 6-{trans-4-[3-phenylbutylamino]-cyclohexyl}-3H-benzoxazol-2-one (638 mg, 1.75 mmol) in MeOH (10 mL) containing water (0.5 mL) was added p-formaldehyde (263 mg, 8.76 mmol). The reaction mixture was stirred for 2 hours, and NaBH4 (519 mg, 2.45 mmol) was added. The reaction mixture was stirred for 3 hours. The reaction was treated with solid NaOH until a clear solution resulted and concentrated under reduced pressure. Purification by flash chromatography (95:5:1 CH2Cl2:MeOH... The reactants are CCCCCC (hexane), ClCN1S(=O)(=O)C2=CC(=C(C(=C2C1=O)CCC)OC)OC (2-chloromethyl-4-propyl-5,6-dimethoxysaccharin), [Na].C1(=CC=CC=C1)N1N=NN=C1S (1-phenyltetrazol-5-thiol sodium salt), C(C)(=O)OCC.CCCCCC (ethyl acetate hexane). The solvent is CN(C=O)C (dimethylformamide). The product is C1(=CC=CC=C1)N1N=NN=C1SCN1S(=O)(=O)C2=CC(=C(C(=C2C1=O)CCC)OC)OC (2-(1-phenyltetrazol-5-yl)thiomethyl-4-propyl-5,6-dimethoxysaccharin). The yield is 76.0%. RXN SMILES: Cl[CH2:2][N:3]1[C:13](=[O:14])[C:12]2[C:7](=[CH:8][C:9]([O:20][CH3:21])=[C:10]([O:18][CH3:19])[C:11]=2[CH2:15][CH2:16][CH3:17])[S:4]1(=[O:6])=[O:5].[Na].[C:23]1([N:29]2[C:33]([SH:34])=[N:32][N:31]=[N:30]2)[CH:28]=[CH:27][CH:26]=[CH:25][CH:24]=1.C(OCC)(=O)C.CCCCCC.CCCCCC>CN(C)C=O>[C:23]1([N:29]2[C:33]([S:34][CH2:2][N:3]3[C:13](=[O:14])[C:12]4[C:7](=[CH:8][C:9]([O:20][CH3:21])=[C:10]([O:18][CH3:19])[C:11]=4[CH2:15][CH2:16][CH3:17])[S:4]3(=[O:6])=[O:5])=[N:32][N:31]=[N:30]2)[CH:24]=[CH:25][CH:26]=[CH:27][CH:28]=1 |f:1.2,3.4,^1:21|. Reported procedure: By the method of Example 44 condensation of 2-chloromethyl-4-propyl-5,6-dimethoxysaccharin (0.6 g) and 1-phenyltetrazol-5-thiol sodium salt (0.36 g) in dimethylformamide (5 mL) and purification of the product by column chromatography on silica gel using ethyl acetate-hexane (3:7) as eluant followed by trituration with hexane afforded 2-(1-phenyltetrazol-5-yl)thiomethyl-4-propyl-5,6-dimethoxysaccharin, 0.65 g, 76% yield, mp 145°-146° C.